The task is: describe an organic reaction: reactants, conditions, products, and yield. This data is from the Open Reaction Database (ORD), a public repository of structured organic reaction records. Starting materials: ClC1=C(C=C(C(=O)Cl)C=C1)[N+](=O)[O-] (4-chloro-3-nitro-benzoyl chloride), NC1=CC=C(C=C1)C(CCC(=O)OC)=O (4-(4-amino-phenyl)-4-oxo-butyric acid, methyl ester). Yields the product ClC1=C(C=C(C(=O)NC2=CC=C(C=C2)C(CCC(=O)O)=O)C=C1)[N+](=O)[O-] (4-[4-(4-chloro-3-nitro-benzoylamino)-phenyl]-4-oxo-butyric acid). The yield is 47.8%. As a reaction SMILES: [Cl:1][C:2]1[CH:10]=[CH:9][C:5]([C:6](Cl)=[O:7])=[CH:4][C:3]=1[N+:11]([O-:13])=[O:12].[NH2:14][C:15]1[CH:20]=[CH:19][C:18]([C:21](=[O:28])[CH2:22][CH2:23][C:24]([O:26]C)=[O:25])=[CH:17][CH:16]=1>>[Cl:1][C:2]1[CH:10]=[CH:9][C:5]([C:6]([NH:14][C:15]2[CH:16]=[CH:17][C:18]([C:21](=[O:28])[CH2:22][CH2:23][C:24]([OH:26])=[O:25])=[CH:19][CH:20]=2)=[O:7])=[CH:4][C:3]=1[N+:11]([O-:13])=[O:12]. Procedure: In a manner similar to that described in Example 3, 4-chloro-3-nitro-benzoyl chloride (0.073 g, 0.00033 mol) was allowed to react with 4-(4-amino-phenyl)-4-oxo-butyric acid, methyl ester (0.052 g, 0.00025 mol), and the resulting intermediate was hydrolyzed to give 0.045 g of 4-[4-(4-chloro-3-nitro-benzoylamino)-phenyl]-4-oxo-butyric acid as a yellow solid; MS-(AP+) MH+377. The reactants are OC1CC(NC1)=O (4-Hydroxy-2-pyrrolidone), O (water), N1C=NC=C1 (Imidazole), [Si](C)(C)(C(C)(C)C)Cl (TBS—Cl). Run in CN(C)C=O (DMF). Reaction conditions: temperature 0 celsius. The product is [Si](C)(C)(C(C)(C)C)O[C@@H]1CC(NC1)=O ((4R)-4-{[tert-Butyl(dimethyl)silyl]oxy}pyrrolidin-2-one). RXN SMILES: [OH:1][CH:2]1[CH2:6][NH:5][C:4](=[O:7])[CH2:3]1.N1C=CN=C1.[Si:13](Cl)([C:16]([CH3:19])([CH3:18])[CH3:17])([CH3:15])[CH3:14].O>CN(C=O)C>[Si:13]([O:1][C@H:2]1[CH2:6][NH:5][C:4](=[O:7])[CH2:3]1)([C:16]([CH3:19])([CH3:18])[CH3:17])([CH3:15])[CH3:14]. Procedure: 4-Hydroxy-2-pyrrolidone (1.00 g, 9.89 mmol) was suspended in DMF (25 mL) and cooled to 0° C. Imidazole (1.01 g, 14.84 mmol) and TBS—Cl (1.57 g, 10.39 mmol) were added and the reaction was then warmed to room temperature. After 30 minutes the reaction was poured into water (˜50 mL) and the resulting white precipitate was collected by filtration, dried in an oven, and used without further purification.